From a dataset of the Open Reaction Database (ORD), a public repository of structured organic reaction records. describe an organic reaction: reactants, conditions, products, and yield Reactants: [Br-], O=C([O-])[O-], CCCC[N+](CCCC)(CCCC)CCCC, O=C1NC(=O)C2CC12, ClCCl, CCCCCCCCCCI, [K+], [K+]. Product: CCCCCCCCCCN1C(=O)C2CC2C1=O. RXN SMILES: [Br-:26].[C:20](=[O:21])([O-:22])[O-:23].[CH3:27][CH2:28][CH2:29][CH2:30][N+:31]([CH2:32][CH2:33][CH2:34][CH3:35])([CH2:36][CH2:37][CH2:38][CH3:39])[CH2:40][CH2:41][CH2:42][CH3:43].[CH:12]12[C:13](=[O:19])[NH:14][C:15](=[O:18])[CH:16]1[CH2:17]2.[Cl:44][CH2:45][Cl:46].[I:1][CH2:2][CH2:3][CH2:4][CH2:5][CH2:6][CH2:7][CH2:8][CH2:9][CH2:10][CH3:11].[K+:24].[K+:25]>>[CH2:2]([CH2:3][CH2:4][CH2:5][CH2:6][CH2:7][CH2:8][CH2:9][CH2:10][CH3:11])[N:14]1[C:13](=[O:19])[CH:12]2[CH:16]([C:15]1=[O:18])[CH2:17]2. Starting materials: NC1=C(C(=O)OC)C=CC=C1CN (methyl 2-amino-3-(aminomethyl)benzoate), C(C1=CN=CC=C1)=O (nicotinaldehyde), C(C)(=O)O (acetic acid). Solvent: O1CCOCC1 (dioxane). Conditions: time 20 minute. Product: N1=CC(=CC=C1)C1NC2=C(C=CC=C2CN1)C(=O)OC (methyl 2-(pyridin-3-yl)-1,2,3,4-tetrahydroquinazoline-8-carboxylate). Isolated yield 53.6%. RXN SMILES: [NH2:1][C:2]1[C:11]([CH2:12][NH2:13])=[CH:10][CH:9]=[CH:8][C:3]=1[C:4]([O:6][CH3:7])=[O:5].[CH:14](=O)[C:15]1[CH:20]=[CH:19][CH:18]=[N:17][CH:16]=1.C(O)(=O)C>O1CCOCC1>[N:17]1[CH:18]=[CH:19][CH:20]=[C:15]([CH:14]2[NH:13][CH2:12][C:11]3[C:2](=[C:3]([C:4]([O:6][CH3:7])=[O:5])[CH:8]=[CH:9][CH:10]=3)[NH:1]2)[CH:16]=1. Procedure: A mixture of methyl 2-amino-3-(aminomethyl)benzoate (5.0 g, 27.7 mmol), nicotinaldehyde (3.0 g, 27.7 mmol) and acetic acid (2.0 mL) in dioxane (50 mL) was stirred in the microwave for 20 minutes. The solvent was removed in vacuo and the residue was purified by chromatography on silica gel (10% methanol in CH2Cl2) to give methyl 2-(pyridin-3-yl)-1,2,3,4-tetrahydroquinazoline-8-carboxylate (4.0 g, 53% yield). Starting materials: [Na+], CCOC(=O)CCCC(=O)c1cn(-c2cccnc2)c2ccccc12, [OH-]. Yields the product O=C(O)CCCC(=O)c1cn(-c2cccnc2)c2ccccc12. RXN SMILES: [Na+:27].[O:1]=[C:2]([CH2:3][CH2:4][CH2:5][C:6](=[O:7])[O:8][CH2:9][CH3:10])[c:11]1[cH:12][n:13](-[c:20]2[cH:21][n:22][cH:23][cH:24][cH:25]2)[c:14]2[cH:15][cH:16][cH:17][cH:18][c:19]12.[OH-:26]>>[O:1]=[C:2]([CH2:3][CH2:4][CH2:5][C:6](=[O:7])[OH:8])[c:11]1[cH:12][n:13](-[c:20]2[cH:21][n:22][cH:23][cH:24][cH:25]2)[c:14]2[cH:15][cH:16][cH:17][cH:18][c:19]12. Starting materials: O (water), C(C)#N (acetonitrile), C1(=CC=CC=C1)CCCC1CCCCCCCCCCC1 (1-(3-phenylpropyl)cyclododecane), I(=O)(=O)(=O)[O-].[Na+] (sodium periodate). Reagents/catalysts: O.[Ru](Cl)(Cl)Cl (ruthenium trichloride hydrate). Solvent: C(Cl)(Cl)(Cl)Cl (carbon tetrachloride), ClCCl (dichloromethane). Run at time 8 hour. The product is C1(CCCCCCCCCCC1)CCCC(=O)O (4-cyclododecylbutanoic acid). As a reaction SMILES: [OH2:1].C(#N)C.[C:5]1([CH2:11][CH2:12][CH2:13][CH:14]2[CH2:25][CH2:24][CH2:23][CH2:22][CH2:21][CH2:20][CH2:19][CH2:18][CH2:17][CH2:16][CH2:15]2)C=CC=CC=1.I([O-])(=O)(=O)=[O:27].[Na+]>ClCCl.O.[Ru](Cl)(Cl)Cl.C(Cl)(Cl)(Cl)Cl>[CH:14]1([CH2:13][CH2:12][CH2:11][C:5]([OH:27])=[O:1])[CH2:25][CH2:24][CH2:23][CH2:22][CH2:21][CH2:20][CH2:19][CH2:18][CH2:17][CH2:16][CH2:15]1 |f:3.4,6.7|. Procedure details: To a flask containing 90 mL of water, 60 mL of acetonitrile and 60 mL of carbon tetrachloride is added 4.8 g (16.8 mmol) of 1-(3-phenylpropyl)cyclododecane, 50.0 g (0.25 mol) of sodium periodate and then 70 mg (0.3 mmol) of ruthenium trichloride hydrate. The reaction mixture is allowed to stir at room temperature overnight. The mixture is then taken up in dichloromethane and 1N HCl and the layers separated. The aqueous phase is washed 3 times with dichloromethane and the combined organic layers ... The reactants are O=C1C2=C(OCC3=C1C=CC=C3)C=CC(=C2)CC(=O)O (6,11-dihydro-11-oxodibenz[b,e]oxepin-2-yl acetic acid), resultant suspension, S(=O)(Cl)Cl (thionyl chloride), Cl (HCl), ice water, NC(CO)(C)C (2-amino-2-methyl-1-propanol), acid chloride. The reagents and catalysts are CN(C=O)C (dimethylformamide). Solvent: O (water), C(Cl)Cl (methylene chloride), C(Cl)Cl (methylene chloride). The product is OCC(C)(C)NC(CC1=CC2=C(OCC3=C(C2=O)C=CC=C3)C=C1)=O (6,11-Dihydro-N-(1-hydroxy-2-methyl-2-propyl)-11-oxodibenz[b,e]oxepin-2-yl acetamide). The yield is 41.3%. As a reaction SMILES: [O:1]=[C:2]1[C:8]2[CH:9]=[CH:10][CH:11]=[CH:12][C:7]=2[CH2:6][O:5][C:4]2[CH:13]=[CH:14][C:15]([CH2:17][C:18]([OH:20])=O)=[CH:16][C:3]1=2.S(Cl)(Cl)=O.Cl.[NH2:26][C:27]([CH3:31])([CH3:30])[CH2:28][OH:29]>CN(C)C=O.C(Cl)Cl.O>[OH:29][CH2:28][C:27]([NH:26][C:18](=[O:20])[CH2:17][C:15]1[CH:14]=[CH:13][C:4]2[O:5][CH2:6][C:7]3[CH:12]=[CH:11][CH:10]=[CH:9][C:8]=3[C:2](=[O:1])[C:3]=2[CH:16]=1)([CH3:31])[CH3:30]. Reported procedure: A water cooled stirred suspension of 13.41 g (0.05 mol) of 6,11-dihydro-11-oxodibenz[b,e]oxepin-2-yl acetic acid, 50 ml of sieve-dried methylene chloride and three drops of dimethylformamide was treated for a few minutes with 6.54 g (0.055 mol) of thionyl chloride. After total addition the suspension was stirred 15 minutes with cooling and was then intermittently warmed until the evolution of HCl ceased. A stirred ice water chilled solution of 13.37 g (0.15 mol) of 2-amino-2-methyl-1-propanol an... Starting materials: COC(CC1=CC(=CC=C1)Cl)=O ((3-Chloro-phenyl)-acetic acid methyl ester), BrN1C(CCC1=O)=O (N-bromosuccinimide), BrN1C(CCC1=O)=O (N-bromosuccinimide), Br (hydrobromic acid). Reagents/catalysts: Br (hydrobromic acid). Run in C(Cl)(Cl)Cl (chloroform). Product: COC(C(C1=CC(=CC=C1)Cl)Br)=O (Bromo-(3-chloro-phenyl)-acetic acid methyl ester). The yield is 68.5%. As a reaction SMILES: [CH3:1][O:2][C:3](=[O:12])[CH2:4][C:5]1[CH:10]=[CH:9][CH:8]=[C:7]([Cl:11])[CH:6]=1.[Br:13]N1C(=O)CCC1=O.Br>Br.C(Cl)(Cl)Cl>[CH3:1][O:2][C:3](=[O:12])[CH:4]([Br:13])[C:5]1[CH:10]=[CH:9][CH:8]=[C:7]([Cl:11])[CH:6]=1. Reported procedure: A mixture of (3-Chloro-phenyl)-acetic acid methyl ester (2.0 g, 10.8 mmol), N-bromosuccinimide (1.95 g, 11.0 mmol) and 3 drops of hydrobromic acid (48% solution) in chloroform (100 mL) was heated under reflux for three days. Additional amounts of N-bromosuccinimide and hydrobromic acid were added to drive the reaction to completion. The reaction mixture was concentrated to dryness, taken up in methylene chloride and loaded onto a column of silica gel. Elution with 10% ethyl acetate/hexanes gave ... Starting materials: IC=1C=C(C=CC1)C(CCCCN1CCC(CC1)C=1C=C(C=CC1)NC(C(C)C)=O)=O (N-(3-{1-[5-(3-iodophenyl)-5-oxopentyl]-4-piperidinyl}phenyl)-2-methylpropanamide), Cl.C1(=CC=CC2=CC=CC=C12)NN (1-naphthylhydrazine hydrochloride). Product: IC=1C=C(C=CC1)C=1NC2=C3C(=CC=C2C1CCCN1CCC(CC1)C=1C=C(C=CC1)NC(C(C)C)=O)C=CC=C3 (N-[3-(1-{3-[2-(3-IODOPHENYL)-1H-BENZO[G]INDOL-3-YL]PROPYL}-4-PIPERIDINYL)PHENYL]-2-METHYLPROPANAMIDE). RXN SMILES: [I:1][C:2]1[CH:3]=[C:4]([C:8](=O)[CH2:9][CH2:10][CH2:11][CH2:12][N:13]2[CH2:18][CH2:17][CH:16]([C:19]3[CH:20]=[C:21]([NH:25][C:26](=[O:30])[CH:27]([CH3:29])[CH3:28])[CH:22]=[CH:23][CH:24]=3)[CH2:15][CH2:14]2)[CH:5]=[CH:6][CH:7]=1.Cl.[C:33]1([NH:43]N)[C:42]2[C:37](=[CH:38][CH:39]=[CH:40][CH:41]=2)[CH:36]=[CH:35][CH:34]=1>>[I:1][C:2]1[CH:3]=[C:4]([C:8]2[NH:43][C:33]3[C:34]([C:9]=2[CH2:10][CH2:11][CH2:12][N:13]2[CH2:18][CH2:17][CH:16]([C:19]4[CH:20]=[C:21]([NH:25][C:26](=[O:30])[CH:27]([CH3:29])[CH3:28])[CH:22]=[CH:23][CH:24]=4)[CH2:15][CH2:14]2)=[CH:35][CH:36]=[C:37]2[CH:38]=[CH:39][CH:40]=[CH:41][C:42]=32)[CH:5]=[CH:6][CH:7]=1 |f:1.2|. Procedure details: Prepared by Procedure E and Scheme M using N-(3-{1-[5-(3-iodophenyl)-5-oxopentyl]-4-piperidinyl}phenyl)-2-methylpropanamide and 1-naphthylhydrazine hydrochloride: ESMS m/e: 656.2 (M+H)+. The reactants are [BH4-], NC(N)=NC(=O)c1ccc2c(c1)c(C=O)cn2Cc1ccccc1, CO, [Na+]. Yields the product NC(N)=NC(=O)c1ccc2c(c1)c(CO)cn2Cc1ccccc1. RXN SMILES: [BH4-:25].[CH2:1]([c:2]1[cH:3][cH:4][cH:5][cH:6][cH:7]1)[n:8]1[cH:9][c:10]([CH:23]=[O:24])[c:11]2[cH:12][c:13]([C:17](=[O:18])[N:19]=[C:20]([NH2:21])[NH2:22])[cH:14][cH:15][c:16]12.[CH3:27][OH:28].[Na+:26]>>[CH2:1]([c:2]1[cH:3][cH:4][cH:5][cH:6][cH:7]1)[n:8]1[cH:9][c:10]([CH2:23][OH:24])[c:11]2[cH:12][c:13]([C:17](=[O:18])[N:19]=[C:20]([NH2:21])[NH2:22])[cH:14][cH:15][c:16]12. Starting materials: CS(C)=O, N#Cc1ccc(-c2ccc(F)cc2)[nH]c1=O, c1ccc(N2CCNCC2)cc1. Yields the product N#Cc1ccc(-c2ccc(N3CCN(c4ccccc4)CC3)cc2)[nH]c1=O. RXN SMILES: [CH3:29][S:30](=[O:31])[CH3:32].[F:1][c:2]1[cH:3][cH:4][c:5](-[c:8]2[nH:9][c:10](=[O:16])[c:11]([C:12]#[N:13])[cH:14][cH:15]2)[cH:6][cH:7]1.[c:17]1([N:23]2[CH2:24][CH2:25][NH:26][CH2:27][CH2:28]2)[cH:18][cH:19][cH:20][cH:21][cH:22]1>>[c:2]1([N:26]2[CH2:25][CH2:24][N:23]([c:17]3[cH:18][cH:19][cH:20][cH:21][cH:22]3)[CH2:28][CH2:27]2)[cH:3][cH:4][c:5](-[c:8]2[nH:9][c:10](=[O:16])[c:11]([C:12]#[N:13])[cH:14][cH:15]2)[cH:6][cH:7]1.